From a dataset of the Open Reaction Database (ORD), a public repository of structured organic reaction records. describe an organic reaction: reactants, conditions, products, and yield The reactants are C1(CC1)COC1=C(N=CC(=N1)C(=O)O)N1CC(C1)(F)F (6-cyclopropylmethoxy-5-(3,3-difluoro-azetidin-1-yl)-pyrazine-2-carboxylic acid), N[C@H](C(C)(O)C)CC1CC1 ((S)-3-amino-4-cyclopropyl-2-methyl-butan-2-ol). Product: C1(CC1)C[C@@H](C(C)(C)O)NC(=O)C1=NC(=C(N=C1)N1CC(C1)(F)F)OCC1CC1 (6-Cyclopropylmethoxy-5-(3,3-difluoro-azetidin-1-yl)-pyrazine-2-carboxylic acid ((S)-1-cyclopropylmethyl-2-hydroxy-2-methyl-propyl)-amide). Reaction SMILES: [CH:1]1([CH2:4][O:5][C:6]2[N:11]=[C:10]([C:12]([OH:14])=O)[CH:9]=[N:8][C:7]=2[N:15]2[CH2:18][C:17]([F:20])([F:19])[CH2:16]2)[CH2:3][CH2:2]1.[NH2:21][C@@H:22]([CH2:27][CH:28]1[CH2:30][CH2:29]1)[C:23]([CH3:26])([OH:25])[CH3:24]>>[CH:28]1([CH2:27][C@H:22]([NH:21][C:12]([C:10]2[CH:9]=[N:8][C:7]([N:15]3[CH2:18][C:17]([F:20])([F:19])[CH2:16]3)=[C:6]([O:5][CH2:4][CH:1]3[CH2:2][CH2:3]3)[N:11]=2)=[O:14])[C:23]([OH:25])([CH3:26])[CH3:24])[CH2:30][CH2:29]1. Procedure: The title compound was synthesized in analogy to Example 15, using 6-cyclopropylmethoxy-5-(3,3-difluoro-azetidin-1-yl)-pyrazine-2-carboxylic acid (Example 8d, 100 mg, 0.35 mmol) and (S)-3-amino-4-cyclopropyl-2-methyl-butan-2-ol (60.21 mg, 0.42 mmol) as starting materials, and isolated (50 mg, 34.72%) as white solid, LC-MS (UV peak area, ESI) 96.42%, 410.8 (M+H). The reactants are CCOC(=O)CC12CCC1CCc1c2[nH]c2c(C)c(Cl)ccc12, CCO, Cl, [Na+], [OH-]. Product: Cc1c(Cl)ccc2c3c([nH]c12)C1(CC(=O)O)CCC1CC3. Reaction SMILES: [CH2:1]([CH3:2])[O:3][C:4]([CH2:5][C:6]12[CH:7]([CH2:8][CH2:9][c:10]3[c:11]4[cH:12][cH:13][c:14]([Cl:20])[c:15]([CH3:19])[c:16]4[nH:17][c:18]31)[CH2:21][CH2:22]2)=[O:23].[CH3:25][CH2:26][OH:27].[ClH:24].[Na+:29].[OH-:28]>>[O:3]=[C:4]([CH2:5][C:6]12[CH:7]([CH2:8][CH2:9][c:10]3[c:11]4[cH:12][cH:13][c:14]([Cl:20])[c:15]([CH3:19])[c:16]4[nH:17][c:18]31)[CH2:21][CH2:22]2)[OH:23].